From a dataset of the Open Reaction Database (ORD), a public repository of structured organic reaction records. describe an organic reaction: reactants, conditions, products, and yield The product is Cc1c(Cl)cccc1S(=O)(=O)Nc1nc(CCN2CCOC(O)C2=O)cs1. Reactants: C1CCOC1, CCOC(C)=O, [Cl-], O=C(O)C(Cl)Cl, Cc1c(Cl)cccc1S(=O)(=O)Nc1nc(CCN(CCO)C(=O)C(Cl)Cl)cs1, Cl, [K+], [Na+], [Na+], O=C([O-])[O-], [OH-], O. Reaction SMILES: [CH2:51]1[O:52][CH2:53][CH2:54][CH2:55]1.[CH3:39][CH2:40][O:41][C:42](=[O:43])[CH3:44].[Cl-:1].[Cl:2][CH:3]([Cl:4])[C:6](=[O:5])[OH:7].[Cl:8][CH:9]([C:10](=[O:11])[N:12]([CH2:13][CH2:14][OH:15])[CH2:16][CH2:17][c:18]1[n:19][c:20]([NH:23][S:24](=[O:25])(=[O:26])[c:27]2[c:28]([CH3:34])[c:29]([Cl:33])[cH:30][cH:31][cH:32]2)[s:21][cH:22]1)[Cl:35].[ClH:38].[K+:37].[Na+:45].[Na+:46].[O-:47][C:48](=[O:49])[O-:50].[OH-:36].[OH2:56]>>[OH:5][CH:9]1[C:10](=[O:11])[N:12]([CH2:16][CH2:17][c:18]2[n:19][c:20]([NH:23][S:24](=[O:25])(=[O:26])[c:27]3[c:28]([CH3:34])[c:29]([Cl:33])[cH:30][cH:31][cH:32]3)[s:21][cH:22]2)[CH2:13][CH2:14][O:15]1. Reactants: C1CCNC1, ClCCl, Cc1cc(O)cc(C)c1C=O. Yields the product Cc1cc(O)cc(C)c1CN1CCCC1. As a reaction SMILES: [CH2:12]1[CH2:13][CH2:14][NH:15][CH2:16]1.[CH2:17]([Cl:18])[Cl:19].[CH3:1][c:2]1[c:3]([CH:4]=[O:5])[c:6]([CH3:11])[cH:7][c:8]([OH:10])[cH:9]1>>[CH3:1][c:2]1[c:3]([CH2:4][N:15]2[CH2:14][CH2:13][CH2:12][CH2:16]2)[c:6]([CH3:11])[cH:7][c:8]([OH:10])[cH:9]1. Reactants: CCCNCCC, ClCCCl, O=CC=Cc1ccccc1. Yields the product CCCN(CC=Cc1ccccc1)CCC. RXN SMILES: [CH2:11]([CH2:12][CH3:13])[NH:14][CH2:15][CH2:16][CH3:17].[Cl:18][CH2:19][CH2:20][Cl:21].[O:1]=[CH:2][CH:3]=[CH:4][c:5]1[cH:6][cH:7][cH:8][cH:9][cH:10]1>>[CH2:2]([CH:3]=[CH:4][c:5]1[cH:6][cH:7][cH:8][cH:9][cH:10]1)[N:14]([CH2:11][CH2:12][CH3:13])[CH2:15][CH2:16][CH3:17]. RXN SMILES: [OH-].[Na+].[OH:3][C:4]([C:7]1[N:8]=[C:9]([CH2:17][CH2:18][CH3:19])[NH:10][C:11]=1[C:12]([O:14]CC)=[O:13])([CH3:6])[CH3:5].Cl>CC(C)=O>[OH:3][C:4]([C:7]1[N:8]=[C:9]([CH2:17][CH2:18][CH3:19])[NH:10][C:11]=1[C:12]([OH:14])=[O:13])([CH3:6])[CH3:5] |f:0.1|. Reactants: [OH-].[Na+] (sodium hydroxide), OC(C)(C)C=1N=C(NC1C(=O)OCC)CCC (ethyl 4-(1-hydroxy-1-methylethyl)-2-propyl-imidazole-5-carboxylate), Cl (hydrochloric acid). The yield is 94.5%. Conditions: temperature 10 celsius. Yields the product OC(C)(C)C=1N=C(NC1C(=O)O)CCC (4-(1-hydroxy-1-methylethyl)-2-propyl-imidazole-5-carboxylic acid). Reported procedure: 100 ml of 10% aqueous sodium hydroxide solution were added into a solution of 20 grams of ethyl 4-(1-hydroxy-1-methylethyl)-2-propyl-imidazole-5-carboxylate in 200 ml of acetone. The mixture was refluxed for 3 hours. After cooled to 10° C., pH of the reactant was adjusted to 6.4 using concentrated hydrochloric acid, solids precipitated. The precipitation was filtered, collected, washed with water, then dried to give 16.7 grams of whitish solid 4-(1-hydroxy-1-methylethyl)-2-propyl-imidazole-5-car... Run in CC(=O)C (acetone). Reactants: O=C(O)c1ncc(F)cc1F, NNC(=O)c1cccc(F)n1, O=C(O)c1cccc(F)n1. The product is NNC(=O)c1ncc(F)cc1F. As a reaction SMILES: [F:12][c:13]1[c:14]([C:20](=[O:21])[OH:22])[n:15][cH:16][c:17]([F:19])[cH:18]1.[F:1][c:2]1[n:3][c:4]([C:5](=[O:6])[NH:10][NH2:11])[cH:7][cH:8][cH:9]1.[F:23][c:24]1[n:25][c:26]([C:27]([OH:28])=[O:29])[cH:30][cH:31][cH:32]1>>[NH:10]([NH2:11])[C:20]([c:14]1[c:13]([F:12])[cH:18][c:17]([F:19])[cH:16][n:15]1)=[O:22]. The reactants are CC1C=CC2=CC(C(C)(C)C)CC(O)C2C1(CCC1CC(C(C)(C)C)C(O[SiH](C)C)C(=O)O1)O[SiH](C)C, CC(C)(OCc1ccccc1)C(=O)O. The product is CC1C=CC2=CC(C(C)(C)C)CC(OC(=O)C(C)(C)OCc3ccccc3)C2C1(CCC1CC(C(C)(C)C)C(O[SiH](C)C)C(=O)O1)O[SiH](C)C. Reaction SMILES: [C:15]([CH3:16])([CH3:17])([CH3:18])[CH:19]1[CH:20]=[C:21]2[CH:22]=[CH:23][CH:24]([CH3:51])[C:25]([CH2:30][CH2:31][CH:32]3[CH2:33][CH:34]([C:43]([CH3:44])([CH3:45])[CH3:46])[CH:35]([O:39][SiH:40]([CH3:41])[CH3:42])[C:36](=[O:38])[O:37]3)([O:47][SiH:48]([CH3:49])[CH3:50])[CH:26]2[CH:27]([OH:29])[CH2:28]1.[CH2:1]([c:2]1[cH:3][cH:4][cH:5][cH:6][cH:7]1)[O:8][C:9]([C:10](=[O:11])[OH:12])([CH3:13])[CH3:14]>>[CH2:1]([c:2]1[cH:3][cH:4][cH:5][cH:6][cH:7]1)[O:8][C:9]([C:10]([O:11][CH:27]1[CH:26]2[C:21](=[CH:20][CH:19]([C:15]([CH3:16])([CH3:17])[CH3:18])[CH2:28]1)[CH:22]=[CH:23][CH:24]([CH3:51])[C:25]2([CH2:30][CH2:31][CH:32]1[CH2:33][CH:34]([C:43]([CH3:44])([CH3:45])[CH3:46])[CH:35]([O:39][SiH:40]([CH3:41])[CH3:42])[C:36](=[O:38])[O:37]1)[O:47][SiH:48]([CH3:49])[CH3:50])=[O:12])([CH3:13])[CH3:14].